This data is from the Open Reaction Database (ORD), a public repository of structured organic reaction records. The task is: describe an organic reaction: reactants, conditions, products, and yield Reactants: C1(=CC=CC=C1)C(N1C=NC(=C1)CCC[O-])(C1=CC=CC=C1)C1=CC=CC=C1.[Na+] (sodium 3-(1-triphenylmethyl-1H-imidazol-4-yl)propanolate), [Cl-].CSC1=CC=C(C=C1)C (4-(methylthio)phenylmethane chloride). Product: CSC1=CC=C(C=C1)COCCCC=1N=CNC1 (3-(1H-Imidazol-4-yl)propyl 4-(methylthio)phenylmethyl ether). RXN SMILES: C1(C(C2C=CC=CC=2)(C2C=CC=CC=2)[N:8]2[CH:12]=[C:11]([CH2:13][CH2:14][CH2:15][O-:16])[N:10]=[CH:9]2)C=CC=CC=1.[Na+].[Cl-].[CH3:31][S:32][C:33]1[CH:38]=[CH:37][C:36]([CH3:39])=[CH:35][CH:34]=1>>[CH3:31][S:32][C:33]1[CH:38]=[CH:37][C:36]([CH2:39][O:16][CH2:15][CH2:14][CH2:13][C:11]2[N:10]=[CH:9][NH:8][CH:12]=2)=[CH:35][CH:34]=1 |f:0.1,2.3|. Procedure details: 5 mmol of sodium 3-(1-triphenylmethyl-1H-imidazol-4-yl)propanolate and 5 mmol of 4-(methylthio)phenylmethane chloride are treated aa described in Example 5. Reactants: ClCCCCC(CC(CC)=O)=O (1-Chloro-5,7-nonanedione), NN (hydrazine). Run in CC#N (CH3CN), O (H2O). Product: C(C)C1=NN2C(CCCC2)=C1 (2-Ethyl-4,5,6,7-tetrahydropyrazolo[1,5-a]pyridine). RXN SMILES: Cl[CH2:2][CH2:3][CH2:4][CH2:5][C:6](=O)[CH2:7][C:8](=O)[CH2:9][CH3:10].[NH2:13][NH2:14]>CC#N.O>[CH2:9]([C:8]1[CH:7]=[C:6]2[CH2:5][CH2:4][CH2:3][CH2:2][N:14]2[N:13]=1)[CH3:10]. Procedure details: To a solution of 1-chloro-5,7-nonanedione (14.74 g, from Step A) in a mixture of CH3CN (100 mL) and H2O (33 mL) was added 4.87 mL of hydrazine. After refluxing for 18 h, the reaction mixture was partitioned between EtOAc and aqueous NaHCO3 (saturated). Aqueous layer was extracted with EtOAc (3×). Combined organic phase was washed with brine and dried over anhydrous MgSO4. After concentration, the residue was purified by flash chromatography with 20% EtOAc in hexanes followed by 50% EtOAc in hexa... Starting materials: CrO3, O (H2O), OS(=O)(=O)O (H2SO4), ClC=1C=C(C=CC1)C=1N=NN(N1)C(CCO)C (3-[5-(3-chlorophenyl)-2H-tetrazol-2-yl]butan-1-ol), CC(C)O (2-Propanol). The solvent is CC(=O)C (acetone). Conditions: time 1.5 hour. Product: ClC=1C=C(C=CC1)C=1N=NN(N1)C(CC(=O)O)C (3-[5-(3-chlorophenyl)-2H-tetrazol-2-yl]butanoic acid). The yield is 100.0%. As a reaction SMILES: O.OS(O)(=O)=O.[Cl:7][C:8]1[CH:9]=[C:10]([C:14]2[N:15]=[N:16][N:17]([CH:19]([CH3:23])[CH2:20][CH2:21][OH:22])[N:18]=2)[CH:11]=[CH:12][CH:13]=1.CC([OH:27])C>CC(C)=O>[Cl:7][C:8]1[CH:9]=[C:10]([C:14]2[N:15]=[N:16][N:17]([CH:19]([CH3:23])[CH2:20][C:21]([OH:27])=[O:22])[N:18]=2)[CH:11]=[CH:12][CH:13]=1. Procedure: A mixture of CrO3 (0.46 g, 4.63 mmol), H2O (2.5 mL) and concentrated H2SO4 (0.46 mL) was added to a solution of 3-[5-(3-chlorophenyl)-2H-tetrazol-2-yl]butan-1-ol (0.9 g, 3.6 mmol) in acetone (30 mL) at 0° C. The reaction was stirred at r.t. for 1.5 h. 2-Propanol was added and the mixture was concentrated. Sat. NaCl (25 mL) and EtOAc (50 mL) were added to the residue and the mixture was extracted. The water phase was re-extracted with EtOAc (50 mL) and the combined organic phases were dried (MgSO... The reactants are CN(CC(=O)O)C (N,N-dimethylglycine), CCN=C=NCCCN(C)C (EDCI), CN(CC(=O)O)C (N,N-dimethylglycine), ClC1=CC=C(C=C1)C(N1CC(C1)=CS(=O)(=O)CC=1C=C(C=CC1)N1CCNCC1)C1=CC=C(C=C1)Cl (1-[3-({1-[bis-(4-chlorophenyl)methyl]azetidin-3-ylidene}methanesulfonylmethyl)phenyl]piperazine). Run in ClCCl (dichloromethane). Run at time 24 hour. Product: ClC1=CC=C(C=C1)C(N1CC(C1)=CS(=O)(=O)CC=1C=C(C=CC1)N1CCN(CC1)C(CN(C)C)=O)C1=CC=C(C=C1)Cl (1-{4-[3-({1-[bis-(4-chlorophenyl)methyl]azetidin-3-ylidene}methanesulfonylmethyl)phenyl]piperazin-1-yl}-2-dimethylaminoethanone). The yield is 84.8%. Reaction SMILES: CCN=C=NCCCN(C)C.[CH3:12][N:13]([CH3:18])[CH2:14][C:15](O)=[O:16].[Cl:19][C:20]1[CH:25]=[CH:24][C:23]([CH:26]([C:48]2[CH:53]=[CH:52][C:51]([Cl:54])=[CH:50][CH:49]=2)[N:27]2[CH2:30][C:29](=[CH:31][S:32]([CH2:35][C:36]3[CH:37]=[C:38]([N:42]4[CH2:47][CH2:46][NH:45][CH2:44][CH2:43]4)[CH:39]=[CH:40][CH:41]=3)(=[O:34])=[O:33])[CH2:28]2)=[CH:22][CH:21]=1>ClCCl>[Cl:19][C:20]1[CH:21]=[CH:22][C:23]([CH:26]([C:48]2[CH:49]=[CH:50][C:51]([Cl:54])=[CH:52][CH:53]=2)[N:27]2[CH2:28][C:29](=[CH:31][S:32]([CH2:35][C:36]3[CH:37]=[C:38]([N:42]4[CH2:47][CH2:46][N:45]([C:15](=[O:16])[CH2:14][N:13]([CH3:18])[CH3:12])[CH2:44][CH2:43]4)[CH:39]=[CH:40][CH:41]=3)(=[O:33])=[O:34])[CH2:30]2)=[CH:24][CH:25]=1. Procedure: 511 mg of supported EDCI (2.5 mM), 11.5 mg of N,N-dimethylglycine and then 5 cm3 of dichloromethane are successively added, at a temperature close to 20° C., to 54 mg of 1-[3-({1-[bis-(4-chlorophenyl)methyl]azetidin-3-ylidene}methanesulfonylmethyl)phenyl]piperazine. After stirring for 24 hours at a temperature close to 20° C., 35 mg of N,N-dimethylglycine are added. After stirring for 96 hours at a temperature close to 20° C., the reaction mixture is filtered on sintered glass. The resin is rins... Reactants: ClC=1C=CC2=C(C(NC3=NC=CC=C23)=O)C1 (8-Chloro-5H-benzo[c][1,8]naphthyridin-6-one), FC1=CC=C(C=C1)B(O)O (4-fluorophenylboronic acid), C1(CCCCC1)P(C1=C(C=CC=C1)C1=C(C=CC=C1OC)OC)C1CCCCC1 (2-dicyclohexylphosphino-2′,6′-dimethoxybiphenyl), C([O-])([O-])=O.[K+].[K+] (potassium carbonate). The reagents and catalysts are C(C)(=O)[O-].[Pd+2].C(C)(=O)[O-] (palladium(II) acetate). Run in O1CCOCC1.O (dioxane H2O), CO (MeOH). Reaction conditions: temperature 100 celsius, time 8 hour. Product: COC1=CC=C(C=C1)C=1C=CC2=C(C(NC3=NC=CC=C23)=O)C1 (8-(4-Methoxy-phenyl)-5H-benzo[c][1,8]naphthyridin-6-one). Yield: 165.4%. RXN SMILES: Cl[C:2]1[CH:3]=[CH:4][C:5]2[C:14]3[C:9](=[N:10][CH:11]=[CH:12][CH:13]=3)[NH:8][C:7](=[O:15])[C:6]=2[CH:16]=1.FC1C=CC(B(O)O)=CC=1.C1(P(C2CCCCC2)C2C=CC=CC=2[C:40]2[C:45]([O:46][CH3:47])=[CH:44][CH:43]=[CH:42][C:41]=2OC)CCCCC1.C(=O)([O-])[O-].[K+].[K+]>O1CCOCC1.O.CO.C([O-])(=O)C.[Pd+2].C([O-])(=O)C>[CH3:47][O:46][C:45]1[CH:40]=[CH:41][C:42]([C:2]2[CH:3]=[CH:4][C:5]3[C:14]4[C:9](=[N:10][CH:11]=[CH:12][CH:13]=4)[NH:8][C:7](=[O:15])[C:6]=3[CH:16]=2)=[CH:43][CH:44]=1 |f:3.4.5,6.7,9.10.11|. Procedure: 8-Chloro-5H-benzo[c][1,8]naphthyridin-6-one (50 mg, 0.22 mmol), 4-fluorophenylboronic acid (61 mg, 0.43 mmol), palladium(II) acetate (2 mg, 0.01 mmol), 2-dicyclohexylphosphino-2′,6′-dimethoxybiphenyl (7 mg, 0.02 mmol), and potassium carbonate (90 mg, 0.65 mmol) were dissolved in dioxane/H2O (2.2 mL, 10/1, v/v), and stirred overnight at 100° C. The reaction mixture was diluted with MeOH, filtered through a membrane plug, and purified via prep-LC-MS to provide 15 (10 mg, 16% yield) as a white soli... The reactants are C(CC)N(C1CCNCC1)CCC (Dipropyl-piperidin-4-yl-amine), BrCC#N (bromoacetonitrile). Yields the product C(CC)N(C1CCN(CC1)CC#N)CCC ((4-Dipropylamino-piperidin-1-yl)-acetonitrile). RXN SMILES: [CH2:1]([N:4]([CH2:11][CH2:12][CH3:13])[CH:5]1[CH2:10][CH2:9][NH:8][CH2:7][CH2:6]1)[CH2:2][CH3:3].Br[CH2:15][C:16]#[N:17]>>[CH2:11]([N:4]([CH2:1][CH2:2][CH3:3])[CH:5]1[CH2:6][CH2:7][N:8]([CH2:15][C:16]#[N:17])[CH2:9][CH2:10]1)[CH2:12][CH3:13]. Reported procedure: The title compound is synthesized by coupling of Dipropyl-piperidin-4-yl-amine (commercially available from CHESS GmbH) and bromoacetonitrile analogously to the preparation of Intermediate 149.2 as a colorless oil; ES-MS: M+=224.3: 1HNMR(DMSO-d6) 3.65 (s, 2H), 2.80-2.75 (m, 2H), 2.40-2.30 (m, 5H), 2.15-2.05 (m, 2H), 1.65-1.60 (m, 2H), 1.50-1.30 (m, 6H), 0.90 (t, 6H). Reactants: ClC1=NC=C(C(=N1)NC1=C(C(=O)NC)C=CC=C1)Cl (2-(2,5-Dichloro-pyrimidin-4-ylamino)-N-methyl-benzamide), NC1=CC2=C(N(C(CCC2(C)C)=O)C)C=C1 (7-Amino-1,5,5-trimethyl-1,3,4,5-tetrahydro-benzo[b]azepin-2-one), Cl (HCl). Run in O1CCOCC1 (dioxane), COCCO (2-methoxyethanol). The product is ClC=1C(=NC(=NC1)NC1=CC2=C(N(C(CCC2(C)C)=O)C)C=C1)NC1=C(C(=O)NC)C=CC=C1 (2-[5-Chloro-2-(1,5,5-trimethyl-2-oxo-2,3,4,5-tetrahydro-1H-benzo[b]azepin-7-ylamino)-pyrimidin-4-ylamino]-N-methyl-benzamide). Isolated yield 36.0%. Reaction SMILES: Cl[C:2]1[N:7]=[C:6]([NH:8][C:9]2[CH:18]=[CH:17][CH:16]=[CH:15][C:10]=2[C:11]([NH:13][CH3:14])=[O:12])[C:5]([Cl:19])=[CH:4][N:3]=1.[NH2:20][C:21]1[CH:35]=[CH:34][C:24]2[N:25]([CH3:33])[C:26](=[O:32])[CH2:27][CH2:28][C:29]([CH3:31])([CH3:30])[C:23]=2[CH:22]=1.Cl>O1CCOCC1.COCCO>[Cl:19][C:5]1[C:6]([NH:8][C:9]2[CH:18]=[CH:17][CH:16]=[CH:15][C:10]=2[C:11]([NH:13][CH3:14])=[O:12])=[N:7][C:2]([NH:20][C:21]2[CH:35]=[CH:34][C:24]3[N:25]([CH3:33])[C:26](=[O:32])[CH2:27][CH2:28][C:29]([CH3:31])([CH3:30])[C:23]=3[CH:22]=2)=[N:3][CH:4]=1. Procedure: Combined 2-(2,5-Dichloro-pyrimidin-4-ylamino)-N-methyl-benzamide (94 mg, 0.316 mmol), 7-Amino-1,5,5-trimethyl-1,3,4,5-tetrahydro-benzo[b]azepin-2-one (67 mg, 0.307 mmol), 4 N HCl in dioxane (100 ul) and 2-methoxyethanol (4 mL). Heated reaction to 120° C. for 1.5 hours. Filtered off solid, then purified the solid with normal phase chromatography eluting with 97/3/1 CH2Cl2/MeOH/NH4OH to yield an off-white solid, 2-[5-Chloro-2-(1,5,5-trimethyl-2-oxo-2,3,4,5-tetrahydro-1H-benzo[b]azepin-7-ylamino)-p...